From a dataset of the Open Reaction Database (ORD), a public repository of structured organic reaction records. describe an organic reaction: reactants, conditions, products, and yield The reactants are C1(=CC=CC=C1)NC(=O)C1(OC2=C(CC1)C(=C(C(=C2C)C)OC(C)=O)C)C (N-Phenyl-6-acetoxy-3,4-dihydro-2,5,7,8-tetramethyl-2H-1-benzopyran-2-carboxamide), CC1(OCC(CO1)(C)NC(=S)C1(OC2=C(CC1)C(=C(C(=C2C)C)OC(C)=O)C)C)C (N-(2,2,5-trimethyl-1,3-dioxan-5-yl)-6-acetoxy-3,4-dihydro-2,5,7,8-tetramethyl-2H-1-benzopyran-2-thiocarboxamide). Yields the product CC1(OCC(CO1)(C)NC(=S)C1(OC2=C(CC1)C(=C(C(=C2C)C)O)C)C)C (N-(2,2,5-trimethyl-l,3-dioxan-5-yl)-6-hydroxy-3,4-dihydro-2,5,7,8-tetramethyl-2H-1-benzopyran-2-thiocarboxamide). RXN SMILES: C1(NC(C2(C)CCC3C(C)=C(OC(=O)C)C(C)=C(C)C=3O2)=O)C=CC=CC=1.[CH3:28][C:29]1([CH3:57])[O:34][CH2:33][C:32]([NH:36][C:37]([C:39]2([CH3:56])[CH2:44][CH2:43][C:42]3[C:45]([CH3:55])=[C:46]([O:51]C(=O)C)[C:47]([CH3:50])=[C:48]([CH3:49])[C:41]=3[O:40]2)=[S:38])([CH3:35])[CH2:31][O:30]1>>[CH3:28][C:29]1([CH3:57])[O:34][CH2:33][C:32]([NH:36][C:37]([C:39]2([CH3:56])[CH2:44][CH2:43][C:42]3[C:45]([CH3:55])=[C:46]([OH:51])[C:47]([CH3:50])=[C:48]([CH3:49])[C:41]=3[O:40]2)=[S:38])([CH3:35])[CH2:31][O:30]1. Procedure: By carrying out the reaction as in Example 2 (2nd process), but replacing the compound of Example 1 with the compound of Example 64, the title product is obtained. Starting materials: O=Cc1cc(Br)ccc1F, O=C([O-])[O-], C1COCCO1, COC(=O)Cc1cccc(O)c1, CCOC(C)=O, Cl, [K+], [K+]. Product: COC(=O)Cc1cccc(Oc2ccc(Br)cc2C=O)c1. As a reaction SMILES: [Br:13][c:14]1[cH:15][cH:16][c:17]([F:22])[c:18]([CH:19]=[O:20])[cH:21]1.[C:23](=[O:24])([O-:25])[O-:26].[CH2:30]1[O:31][CH2:32][CH2:33][O:34][CH2:35]1.[CH3:1][O:2][C:3]([CH2:4][c:5]1[cH:6][c:7]([OH:11])[cH:8][cH:9][cH:10]1)=[O:12].[CH3:36][CH2:37][O:38][C:39]([CH3:40])=[O:41].[ClH:29].[K+:27].[K+:28]>>[CH3:1][O:2][C:3]([CH2:4][c:5]1[cH:6][c:7]([O:11][c:17]2[cH:16][cH:15][c:14]([Br:13])[cH:21][c:18]2[CH:19]=[O:20])[cH:8][cH:9][cH:10]1)=[O:12]. Reactants: C(C(C)(C)C)(=O)NCC(=O)OCC (ethyl N-pivaloylglycinate), O=P12OP3(=O)OP(=O)(O1)OP(=O)(O2)O3 (phosphorus pentoxide), [OH-].[Na+] (sodium hydroxide). Run in C(Cl)(Cl)Cl (chloroform), C(Cl)(Cl)Cl (chloroform). Product: CC(C)(C)C=1OC(=CN1)OCC (2-(1,1-dimethylethyl)-5-ethoxyoxazole). As a reaction SMILES: O=P12OP3(OP(OP(O3)(O1)=O)(=O)O2)=O.[C:15]([NH:21][CH2:22][C:23]([O:25][CH2:26][CH3:27])=[O:24])(=O)[C:16]([CH3:19])([CH3:18])[CH3:17].[OH-].[Na+]>C(Cl)(Cl)Cl>[CH3:17][C:16]([C:15]1[O:24][C:23]([O:25][CH2:26][CH3:27])=[CH:22][N:21]=1)([CH3:19])[CH3:18] |f:2.3|. Reported procedure: To a vigorously-stirred slurry of phosphorus pentoxide (163.8 g., 1.15 mole) in chloroform (600 ml.) maintained under a nitrogen atmosphere is added slowly a solution of ethyl N-pivaloylglycinate (107.8 g., 0.576 mole) in chloroform (350 ml.). Upon completing the addition, the reaction mixture is stirred and heated at reflux under a nitrogen atmosphere for 14 hours. The cooled reaction mixture is treated with 20% sodium hydroxide (800 ml.), vigorously stirred for 1/2 hour and allowed to separate... Reactants: CC[N+](CC)(CC)Cc1ccccc1, Cc1cc([N+](=O)[O-])c(O)nc1C, CC#N, [Cl-], O=P(Cl)(Cl)Cl. The product is Cc1cc([N+](=O)[O-])c(Cl)nc1C. As a reaction SMILES: [CH2:19]([N+:20]([CH2:21][CH3:22])([CH2:23][CH3:24])[CH2:25][CH3:26])[c:27]1[cH:28][cH:29][cH:30][cH:31][cH:32]1.[CH3:1][c:2]1[cH:3][c:4]([N+:10](=[O:11])[O-:12])[c:5]([OH:9])[n:6][c:7]1[CH3:8].[CH3:33][C:34]#[N:35].[Cl-:18].[P:13]([Cl:14])([Cl:15])([Cl:16])=[O:17]>>[CH3:1][c:2]1[cH:3][c:4]([N+:10](=[O:11])[O-:12])[c:5]([Cl:15])[n:6][c:7]1[CH3:8]. Reactants: CC=1N=C2N(C=CC=C2)C1C(=O)OCC (ethyl 2-methylimidazo[1,2-a]pyridine-3-carboxylate), [OH-].[Na+] (sodium hydroxide), [H-].[Li+].[Al+3].[H-].[H-].[H-] (aluminum lithium hydride), S(=O)(=O)([O-])[O-].[Mg+2] (magnesium sulfate), aqueous solution. Run in O (water), C1CCOC1 (THF), C1CCOC1 (THF), O (water). Reaction conditions: temperature 0 celsius, time 1 hour. Yields the product CC=1N=C2N(C=CC=C2)C1CO (2-methylimidazo[1,2-a]pyridine-3-methanol). The yield is 94.9%. As a reaction SMILES: [H-].[Li+].[Al+3].[H-].[H-].[H-].[CH3:7][C:8]1[N:9]=[C:10]2[CH:15]=[CH:14][CH:13]=[CH:12][N:11]2[C:16]=1[C:17](OCC)=[O:18].[OH-].[Na+].S([O-])([O-])(=O)=O.[Mg+2]>C1COCC1.O>[CH3:7][C:8]1[N:9]=[C:10]2[CH:15]=[CH:14][CH:13]=[CH:12][N:11]2[C:16]=1[CH2:17][OH:18] |f:0.1.2.3.4.5,7.8,9.10|. Reported procedure: Under nitrogen atmosphere, to a suspension of aluminum lithium hydride (1.6 g) in THF (100 ml) was added dropwise a solution of ethyl 2-methylimidazo[1,2-a]pyridine-3-carboxylate (8.56 g) in THF (100 ml) at 0° C. under nitrogen atmosphere. The mixture was stirred for 1 hour at 0° C., water (1.6 ml), 15% aqueous solution of sodium hydroxide (1.6 ml) and water (4.8 ml) were sequentially and slowly added dropwise to the solution, and the mixture was stirred for 2 hours at room temperature. To the r... The reactants are ClC=1C=C2C=CC(=CC2=CC1)S(=O)(=O)N[C@@H]1C(N(CC1)[C@H](C(=O)O)C)=O ((2S)-2-((3S)-3-{[(6-chloro-2-naphthyl)sulfonyl]amino}-2-oxopyrrolidin-1-yl)propanoic acid), Cl.CN(CCCN=C=NCC)C (1-[3-(dimethylamino)propyl]-3-ethylcarbodiimide hydrochloride), C=1C=CC2=C(C1)N=NN2O (HOBT), N1C[C@H](CCC1)NC(OCC1=CC=CC=C1)=O (benzyl (3S)-piperidin-3-ylcarbamate). Run in C(Cl)Cl (DCM), C(C)N(CC)CC (triethylamine), C(Cl)Cl (DCM). Conditions: time 1 hour. Yields the product ClC=1C=C2C=CC(=CC2=CC1)S(=O)(=O)N[C@@H]1C(N(CC1)[C@H](C(=O)N1C[C@H](CCC1)NC(OCC1=CC=CC=C1)=O)C)=O (Benzyl (3S)-1-[(2S)-2-((3S)-3-{[(6-chloro-2-naphthyl)sulfonyl]amino}-2-oxopyrrolidin-1-yl)propanoyl]piperidin-3-ylcarbamate). Isolated yield 42.5%. As a reaction SMILES: [Cl:1][C:2]1[CH:3]=[C:4]2[C:9](=[CH:10][CH:11]=1)[CH:8]=[C:7]([S:12]([NH:15][C@H:16]1[CH2:20][CH2:19][N:18]([C@@H:21]([CH3:25])[C:22](O)=[O:23])[C:17]1=[O:26])(=[O:14])=[O:13])[CH:6]=[CH:5]2.Cl.CN(C)CCCN=C=NCC.C1C=CC2N(O)N=NC=2C=1.[NH:49]1[CH2:54][CH2:53][CH2:52][C@H:51]([NH:55][C:56](=[O:65])[O:57][CH2:58][C:59]2[CH:64]=[CH:63][CH:62]=[CH:61][CH:60]=2)[CH2:50]1>C(Cl)Cl.C(N(CC)CC)C>[Cl:1][C:2]1[CH:3]=[C:4]2[C:9](=[CH:10][CH:11]=1)[CH:8]=[C:7]([S:12]([NH:15][C@H:16]1[CH2:20][CH2:19][N:18]([C@@H:21]([CH3:25])[C:22]([N:49]3[CH2:54][CH2:53][CH2:52][C@H:51]([NH:55][C:56](=[O:65])[O:57][CH2:58][C:59]4[CH:64]=[CH:63][CH:62]=[CH:61][CH:60]=4)[CH2:50]3)=[O:23])[C:17]1=[O:26])(=[O:14])=[O:13])[CH:6]=[CH:5]2 |f:1.2|. Reported procedure: A solution of (2S)-2-((3S)-3-{[(6-chloro-2-naphthyl)sulfonyl]amino}-2-oxopyrrolidin-1-yl)propanoic acid (0.408 g) in DCM (21 ml) was treated with 1-[3-(dimethylamino)propyl]-3-ethylcarbodiimide hydrochloride (0.394 g), HOBT (0.278 g) and triethylamine (0.286 ml) and stirred at room temperature for 1 h. A solution of benzyl (3S)-piperidin-3-ylcarbamate (0.361 g) in DCM (1 ml) was then added and stirring continued for 72 h. The mixture was partitioned between DCM and water. The separated organic e...